Dataset: the Open Reaction Database (ORD), a public repository of structured organic reaction records. Task: describe an organic reaction: reactants, conditions, products, and yield Starting materials: C(C)(C)N(S(=O)(=O)C1=CC(=CC=C1)C(F)(F)F)C=1C=C(C(=O)OCC)C=CC1 (ethyl 3-(N-isopropyl-3-(tri fluoromethyl)phenylsulfonamido)benzoate), [OH-].[K+] (KOH), Cl (HCl). The solvent is C(C)O (ethanol). Run at time 3 day. The product is C(C)(C)N(S(=O)(=O)C1=CC(=CC=C1)C(F)(F)F)C=1C=C(C(=O)O)C=CC1 (3-(N-isopropyl-3-(trifluoromethyl)phenylsulfonamido)benzoic acid). As a reaction SMILES: [CH:1]([N:4]([C:18]1[CH:19]=[C:20]([CH:26]=[CH:27][CH:28]=1)[C:21]([O:23]CC)=[O:22])[S:5]([C:8]1[CH:13]=[CH:12][CH:11]=[C:10]([C:14]([F:17])([F:16])[F:15])[CH:9]=1)(=[O:7])=[O:6])([CH3:3])[CH3:2].[OH-].[K+].Cl>C(O)C>[CH:1]([N:4]([C:18]1[CH:19]=[C:20]([CH:26]=[CH:27][CH:28]=1)[C:21]([OH:23])=[O:22])[S:5]([C:8]1[CH:13]=[CH:12][CH:11]=[C:10]([C:14]([F:15])([F:16])[F:17])[CH:9]=1)(=[O:7])=[O:6])([CH3:3])[CH3:2] |f:1.2|. Reported procedure: To ethyl 3-(N-isopropyl-3-(tri fluoromethyl)phenylsulfonamido)benzoate (330 mg, 0.794 mmol) in ethanol (5 mL) was added 2 N KOH solution (2.4 mL). The mixture was stirred at room temperature for 3 days, and then 4 N HCl solution (1.3 mL) was added. The mixture was concentrated until the water was gone. Then dichloromethane/methanol (50:1, 50 mL) was added, the solution was filtered, and the filtrate was concentrated to give 3-(N-isopropyl-3-(trifluoromethyl)phenylsulfonamido)benzoic acid: 1H NMR... Yields the product CCOC(=O)C(Cc1ccc(Oc2ccccc2)cc1)C(=O)c1ccc(F)cc1. As a reaction SMILES: [CH3:34][O:35][CH2:36][CH2:37][O:38][CH3:39].[Cl:18][CH2:19][c:20]1[cH:21][cH:22][c:23]([O:26][c:27]2[cH:28][cH:29][cH:30][cH:31][cH:32]2)[cH:24][cH:25]1.[F:1][c:2]1[cH:3][cH:4][c:5]([C:8]([CH2:9][C:10](=[O:11])[O:12][CH2:13][CH3:14])=[O:15])[cH:6][cH:7]1.[H-:16].[Na+:17].[OH2:33]>>[F:1][c:2]1[cH:3][cH:4][c:5]([C:8]([CH:9]([C:10](=[O:11])[O:12][CH2:13][CH3:14])[CH2:19][c:20]2[cH:21][cH:22][c:23]([O:26][c:27]3[cH:28][cH:29][cH:30][cH:31][cH:32]3)[cH:24][cH:25]2)=[O:15])[cH:6][cH:7]1. Starting materials: COCCOC, ClCc1ccc(Oc2ccccc2)cc1, CCOC(=O)CC(=O)c1ccc(F)cc1, [H-], [Na+], O. Reactants: CN1CC2CCN(c3ccc(Br)cc3)C2C1, CC(=O)N1CCNCC1, CC(C)(C)[O-], Cc1ccccc1, [Na+], O=C(C=Cc1ccccc1)C=Cc1ccccc1, O=C(C=Cc1ccccc1)C=Cc1ccccc1, O=C(C=Cc1ccccc1)C=Cc1ccccc1, O, [Pd], [Pd]. Yields the product CC(=O)N1CCN(c2ccc(N3CCC4CN(C)CC43)cc2)CC1. Reaction SMILES: [Br:1][c:2]1[cH:3][cH:4][c:5]([N:8]2[CH:9]3[CH:10]([CH2:11][CH2:12]2)[CH2:13][N:14]([CH3:16])[CH2:15]3)[cH:6][cH:7]1.[C:17]([CH3:18])(=[O:19])[N:20]1[CH2:21][CH2:22][NH:23][CH2:24][CH2:25]1.[CH3:26][C:27]([CH3:28])([O-:29])[CH3:30].[CH3:32][c:33]1[cH:34][cH:35][cH:36][cH:37][cH:38]1.[Na+:31].[O:42]=[C:43]([CH:44]=[CH:45][c:46]1[cH:47][cH:48][cH:49][cH:50][cH:51]1)[CH:52]=[CH:53][c:54]1[cH:55][cH:56][cH:57][cH:58][cH:59]1.[O:60]=[C:61]([CH:62]=[CH:63][c:64]1[cH:65][cH:66][cH:67][cH:68][cH:69]1)[CH:70]=[CH:71][c:72]1[cH:73][cH:74][cH:75][cH:76][cH:77]1.[O:78]=[C:79]([CH:80]=[CH:81][c:82]1[cH:83][cH:84][cH:85][cH:86][cH:87]1)[CH:88]=[CH:89][c:90]1[cH:91][cH:92][cH:93][cH:94][cH:95]1.[OH2:39].[Pd:40].[Pd:41]>>[c:2]1([N:23]2[CH2:22][CH2:21][N:20]([C:17]([CH3:18])=[O:19])[CH2:25][CH2:24]2)[cH:3][cH:4][c:5]([N:8]2[CH:9]3[CH:10]([CH2:11][CH2:12]2)[CH2:13][N:14]([CH3:16])[CH2:15]3)[cH:6][cH:7]1. The reactants are CCCCOC(=O)c1cc(=O)n(CCCC)c2ccccc12, [Na+], C1COCCO1, [OH-], O. The product is CCCCn1c(=O)cc(C(=O)O)c2ccccc21. Reaction SMILES: [CH2:1]([CH2:2][CH2:3][CH3:4])[n:5]1[c:6](=[O:22])[cH:7][c:8]([C:15](=[O:16])[O:17][CH2:18][CH2:19][CH2:20][CH3:21])[c:9]2[cH:10][cH:11][cH:12][cH:13][c:14]12.[Na+:24].[O:26]1[CH2:27][CH2:28][O:29][CH2:30][CH2:31]1.[OH-:23].[OH2:25]>>[CH2:1]([CH2:2][CH2:3][CH3:4])[n:5]1[c:6](=[O:22])[cH:7][c:8]([C:15](=[O:16])[OH:17])[c:9]2[cH:10][cH:11][cH:12][cH:13][c:14]12. Starting materials: [N+](=O)([O-])C1=C(C=C(C=C1)NC1CCC(CC1)OCC(=O)N)C(F)(F)F (2-[(4-[[4-nitro-3-(trifluoromethyl)phenyl]amino]cyclohexyl)oxy]acetamide). Solvent: B.C1CCOC1 (borane THF). Product: NCCOC1CCC(CC1)NC1=CC(=C(C=C1)[N+](=O)[O-])C(F)(F)F (N-[4-(2-aminoethoxy)cyclohexyl]-4-nitro-3-(trifluoromethyl)aniline). The yield is 85.0%. RXN SMILES: [N+:1]([C:4]1[CH:9]=[CH:8][C:7]([NH:10][CH:11]2[CH2:16][CH2:15][CH:14]([O:17][CH2:18][C:19]([NH2:21])=O)[CH2:13][CH2:12]2)=[CH:6][C:5]=1[C:22]([F:25])([F:24])[F:23])([O-:3])=[O:2]>B.C1COCC1>[NH2:21][CH2:19][CH2:18][O:17][CH:14]1[CH2:15][CH2:16][CH:11]([NH:10][C:7]2[CH:8]=[CH:9][C:4]([N+:1]([O-:3])=[O:2])=[C:5]([C:22]([F:23])([F:24])[F:25])[CH:6]=2)[CH2:12][CH2:13]1 |f:1.2|. Procedure details: A solution of 2-[(4-[[4-nitro-3-(trifluoromethyl)phenyl]amino]cyclohexyl)oxy]acetamide (220 mg, 0.61 mmol) in borane/THF (1M, 10 ml) was stirred for 10 minutes at 70° C. in an oil bath. The solution was quenched by the addition of aqueous hydrogen chloride (2 ml of a 1M solution), diluted with water (15 ml), and extracted with ethyl acetate (3×15 ml). The aqueous layer was adjusted to pH˜8 with saturated aqueous sodium bicarbonate and extracted further with dichloromethane (3×20 ml). The organic... The reactants are O=C(NNC(=O)OCC)NCCCCNC(OCC1=CC=CC=C1)=O (ethyl 4,11-dioxo-13-phenyl-12-oxa-2,3,5,10-tetraazatridecan-1-oate), C(=O)([O-])[O-].[K+].[K+] (K2CO3). The solvent is C(C)O (ethanol). Reaction conditions: temperature 65 celsius, time 16 hour. The product is O=C1NNC(N1CCCCNC(OCC1=CC=CC=C1)=O)=O (benzyl 4-(3,5-dioxo-1,2,4-triazolidin-4-yl)butylcarbamate). The yield is 44.0%. As a reaction SMILES: [O:1]=[C:2]([NH:10][CH2:11][CH2:12][CH2:13][CH2:14][NH:15][C:16](=[O:25])[O:17][CH2:18][C:19]1[CH:24]=[CH:23][CH:22]=[CH:21][CH:20]=1)[NH:3][NH:4][C:5](OCC)=[O:6].C([O-])([O-])=O.[K+].[K+]>C(O)C>[O:6]=[C:5]1[N:10]([CH2:11][CH2:12][CH2:13][CH2:14][NH:15][C:16](=[O:25])[O:17][CH2:18][C:19]2[CH:24]=[CH:23][CH:22]=[CH:21][CH:20]=2)[C:2](=[O:1])[NH:3][NH:4]1 |f:1.2.3|. Procedure details: To ethyl 4,11-dioxo-13-phenyl-12-oxa-2,3,5,10-tetraazatridecan-1-oate (I-9a: 965 mg, 2.74 mmol) in ethanol (11.000 mL) was added K2CO3 (1514 mg, 10.95 mmol). The mixture was stirred at 65° C. for 16 hours, cooled to room temperature, filtered, and then 4N HCl in dioxane was added up to a pH of approximately 4. The resultant white solid was filtered, rinsed with some methanol, and then concentrated in vacuo. The residue was purified by silica gel chromatography (40-100% ethyl acetate/heptane) giv...